Dataset: the Open Reaction Database (ORD), a public repository of structured organic reaction records. Task: describe an organic reaction: reactants, conditions, products, and yield Starting materials: C(C1=CC=CC=C1)OC(=O)NCCC=1C=C(C=CC1)OC1OCCCC1 ({3-[2-(benzyloxycarbonylamino)-ethyl]-phenyl}-tetrahydropyranyl ether). Run in C(C)O (ethanol). Conditions: time 2 hour. Yields the product C(C1=CC=CC=C1)OC(=O)NCCC=1C=C(C=CC1)O (3-[2-(Benzyloxycarbonylamino)-ethyl]-phenol). As a reaction SMILES: [CH2:1]([O:8][C:9]([NH:11][CH2:12][CH2:13][C:14]1[CH:15]=[C:16]([O:20]C2CCCCO2)[CH:17]=[CH:18][CH:19]=1)=[O:10])[C:2]1[CH:7]=[CH:6][CH:5]=[CH:4][CH:3]=1>C(O)C>[CH2:1]([O:8][C:9]([NH:11][CH2:12][CH2:13][C:14]1[CH:15]=[C:16]([OH:20])[CH:17]=[CH:18][CH:19]=1)=[O:10])[C:2]1[CH:3]=[CH:4][CH:5]=[CH:6][CH:7]=1. Procedure details: A mixture of 16.8 g. (47.3 mMol) {3-[2-(benzyloxycarbonylamino)-ethyl]-phenyl}-tetrahydropyranyl ether, 80 ml. ethanol and 3 g. Amberlyst is stirred for 2 hours at ambient temperature, then filtered and evaporated. The last traces of ethanol are removed by blowing in air with the application of a slight vacuum at 70° C. The product is obtained in the form of a colourless oil. Yield quantitative. The reactants are ClCl (chlorine), CC1=CC=CC=2OCOC21 (4-methyl-1,3-benzodioxole), P(Cl)(Cl)(Cl)(Cl)Cl (phosphorus pentachloride), Cl (hydrogen chloride). Solvent: C(Cl)(Cl)(Cl)Cl (carbon tetrachloride). The product is CC1=CC=CC=2OC(OC21)(Cl)Cl (4-methyl-2,2-dichloro-1,3-benzodioxole). Reaction SMILES: [CH3:1][C:2]1[C:10]2[O:9][CH2:8][O:7][C:6]=2[CH:5]=[CH:4][CH:3]=1.P(Cl)(Cl)(Cl)(Cl)Cl.[ClH:17].[Cl:18]Cl>C(Cl)(Cl)(Cl)Cl>[CH3:1][C:2]1[C:10]2[O:9][C:8]([Cl:18])([Cl:17])[O:7][C:6]=2[CH:5]=[CH:4][CH:3]=1. Procedure details: 160 g of 4-methyl-1,3-benzodioxole are added dropwise to 276 g of phosphorus pentachloride in 840 ml of carbon tetrachloride (prepared from phosphorus trichloride and chlorine), with stirring. Vigorous evolution of hydrogen chloride starts immediately. Towards the end of the reaction, 85 g of chlorine are passed in at about 20° C. and when the evolution of gas has ended, the mixture is then heated under reflux. By distillation, the phosphorus trichloride and carbon tetrachloride are recovered an... Starting materials: O=C1COCC2(N1)c1cc(Br)ccc1Oc1ccc(I)cc12, COc1ccc(P2(=S)SP(=S)(c3ccc(OC)cc3)S2)cc1, Cc1ccccc1. Product: S=C1COCC2(N1)c1cc(Br)ccc1Oc1ccc(I)cc12. Reaction SMILES: [Br:1][c:2]1[cH:3][c:4]2[c:5]([cH:6][cH:7]1)[O:8][c:9]1[cH:10][cH:11][c:12]([I:22])[cH:13][c:14]1[C:15]21[CH2:16][O:17][CH2:18][C:19](=[O:21])[NH:20]1.[CH3:23][O:24][c:25]1[cH:26][cH:27][c:28]([P:29]2(=[S:32])[S:30][P:31]([c:33]3[cH:34][cH:35][c:36]([O:37][CH3:38])[cH:39][cH:40]3)(=[S:41])[S:42]2)[cH:43][cH:44]1.[CH3:45][c:46]1[cH:47][cH:48][cH:49][cH:50][cH:51]1>>[Br:1][c:2]1[cH:3][c:4]2[c:5]([cH:6][cH:7]1)[O:8][c:9]1[cH:10][cH:11][c:12]([I:22])[cH:13][c:14]1[C:15]21[CH2:16][O:17][CH2:18][C:19](=[S:32])[NH:20]1. Starting materials: BrC1=CC2=C(C=3N(CCO2)C=C(N3)C3=NC=NN3C3=C(C=CC=C3)Cl)C=N1 (9-bromo-2-(1-(2-chlorophenyl)-1H-1,2,4-triazol-5-yl)-5,6-dihydroimidazo[1,2-d]pyrido[3,4-f][1,4]oxazepine), CNC (dimethylamine). Yields the product ClC1=C(C=CC=C1)N1N=CN=C1C=1N=C2N(CCOC3=C2C=NC(=C3)N(C)C)C1 (2-(1-(2-chlorophenyl)-1H-1,2,4-triazol-5-yl)-N,N-dimethyl-5,6-dihydroimidazo[1,2-d]pyrido[3,4-f][1,4]oxazepin-9-amine). RXN SMILES: Br[C:2]1[N:27]=[CH:26][C:5]2[C:6]3[N:7]([CH:11]=[C:12]([C:14]4[N:18]([C:19]5[CH:24]=[CH:23][CH:22]=[CH:21][C:20]=5[Cl:25])[N:17]=[CH:16][N:15]=4)[N:13]=3)[CH2:8][CH2:9][O:10][C:4]=2[CH:3]=1.[CH3:28][NH:29][CH3:30]>>[Cl:25][C:20]1[CH:21]=[CH:22][CH:23]=[CH:24][C:19]=1[N:18]1[C:14]([C:12]2[N:13]=[C:6]3[C:5]4[CH:26]=[N:27][C:2]([N:29]([CH3:30])[CH3:28])=[CH:3][C:4]=4[O:10][CH2:9][CH2:8][N:7]3[CH:11]=2)=[N:15][CH:16]=[N:17]1. Procedure: Following the procedures of Examples 413 and 420, 9-bromo-2-(1-(2-chlorophenyl)-1H-1,2,4-triazol-5-yl)-5,6-dihydroimidazo[1,2-d]pyrido[3,4-f][1,4]oxazepine and dimethylamine were reacted to give 422. LC/MS (ESI+): m/z 408.1 (M+H) The solvent is CCOC(=O)C (AcOEt), CCOC(=O)C (AcOEt). Reaction conditions: temperature 20 celsius, time 1 hour. Reactants: COC(C1=CC(=CC=C1)C=1N=C(SC1C)CO)=O (3-(2-hydroxymethyl-5-methyl-thiazol-4-yl)-benzoic acid methyl ester), O1CCCC=C1 (dihydropyrane), O.C1(=CC=C(C=C1)S(=O)(=O)O)C (p-toluenesulfonic acid hydrate). Reaction SMILES: [CH3:1][O:2][C:3](=[O:18])[C:4]1[CH:9]=[CH:8][CH:7]=[C:6]([C:10]2[N:11]=[C:12](CO)[S:13][C:14]=2[CH3:15])[CH:5]=1.[O:19]1[CH:24]=CCCC1.[OH2:25].[C:26]1(C)C=[CH:30][C:29](S(O)(=O)=O)=[CH:28][CH:27]=1>CCOC(C)=O>[CH3:1][O:2][C:3](=[O:18])[C:4]1[CH:9]=[CH:8][CH:7]=[C:6]([C:10]2([CH2:24][O:19][CH:26]3[CH2:27][CH2:28][CH2:29][CH2:30][O:25]3)[CH:14]([CH3:15])[S:13][CH:12]=[N:11]2)[CH:5]=1 |f:2.3|. The product is COC(C1=CC(=CC=C1)C1(N=CSC1C)COC1OCCCC1)=O (3-[5-methyl-4-(tetrahydro-pyran-2-yloxymethyl)-thiazol-4-yl]-benzoic acid methyl ester). Procedure: A mixture of 3-(2-hydroxymethyl-5-methyl-thiazol-4-yl)-benzoic acid methyl ester (1.05 g), dihydropyrane (0.73 mL) and p-toluenesulfonic acid hydrate (0.07 g) in AcOEt (10 mL) was stirred at 20° C. for 1 h. The solution was diluted with AcOEt, washed with 5% NaHCO3 solution and with brine, dried and evaporated. The residual oil was purified by chromatography on silica gel using AcOEt/hexane (1:3) as eluent to give 3-[5-methyl-4-(tetrahydro-pyran-2-yloxymethyl)-thiazol-4-yl]-benzoic acid methyl e... The reactants are CC(C)NC(C)C, CN1Cc2c(-c3nc(CCl)co3)ncn2-c2cccc(Cl)c2C1=O, C1CCOC1. Yields the product CC(C)N(Cc1coc(-c2ncn3c2CN(C)C(=O)c2c(Cl)cccc2-3)n1)C(C)C. As a reaction SMILES: [CH:25]([CH3:26])([CH3:27])[NH:28][CH:29]([CH3:30])[CH3:31].[Cl:1][c:2]1[cH:3][cH:4][cH:5][c:6]2[c:7]1[C:8](=[O:24])[N:9]([CH3:23])[CH2:10][c:11]1[n:12]-2[cH:13][n:14][c:15]1-[c:16]1[o:17][cH:18][c:19]([CH2:21][Cl:22])[n:20]1.[O:32]1[CH2:33][CH2:34][CH2:35][CH2:36]1>>[Cl:1][c:2]1[cH:3][cH:4][cH:5][c:6]2[c:7]1[C:8](=[O:24])[N:9]([CH3:23])[CH2:10][c:11]1[n:12]-2[cH:13][n:14][c:15]1-[c:16]1[o:17][cH:18][c:19]([CH2:21][N:28]([CH:25]([CH3:26])[CH3:27])[CH:29]([CH3:30])[CH3:31])[n:20]1. The reactants are C1(=CC=CC=C1)C#C (phenylacetylene), N(=[N+]=[N-])[C@@H]([C@@](CN1N=CN=C1)(O)C1=C(C=C(C=C1)F)F)C ((2R,3R)-3-azido-2-(2,4-difluorophenyl)-1-(1H-1,2,4-triazol-1-yl)-2-butanol). The solvent is C1(=CC=CC=C1)C (toluene). Run at temperature 130 celsius. The product is FC1=C(C=CC(=C1)F)[C@@](CN1N=CN=C1)([C@@H](C)N1N=NC(=C1)C1=CC=CC=C1)O ((2R,3R)-2-(2,4-Difluorophenyl)-3-(4-phenyl-1H-1,2,3-triazol-1-yl)-1-(1H-1,2,4-triazol-1-yl)-2-butanol). RXN SMILES: [C:1]1([C:7]#[CH:8])[CH:6]=[CH:5][CH:4]=[CH:3][CH:2]=1.[N:9]([C@H:12]([CH3:29])[C@:13]([C:21]1[CH:26]=[CH:25][C:24]([F:27])=[CH:23][C:22]=1[F:28])([OH:20])[CH2:14][N:15]1[CH:19]=[N:18][CH:17]=[N:16]1)=[N+:10]=[N-:11]>C1(C)C=CC=CC=1>[F:28][C:22]1[CH:23]=[C:24]([F:27])[CH:25]=[CH:26][C:21]=1[C@:13]([OH:20])([C@H:12]([N:9]1[CH:8]=[C:7]([C:1]2[CH:6]=[CH:5][CH:4]=[CH:3][CH:2]=2)[N:11]=[N:10]1)[CH3:29])[CH2:14][N:15]1[CH:19]=[N:18][CH:17]=[N:16]1. Reported procedure: A mixture of toluene (80 ml), phenylacetylene (6.7 ml) and (2R,3R)-3-azido-2-(2,4-difluorophenyl)-1-(1H-1,2,4-triazol-1-yl)-2-butanol (2 g) was heated for 8 hours at 130° C. After cooling, toluene was distilled off under reduced pressure. The residue was purified by silica gel chromatography (silica gel 50 g, eluent: ethyl acetate) to give Compound 58 (0.85 g) as a colorless powder. Starting materials: CC1=CC=C(C=C1)CC(C(C)=O)C1=CC=CC=C1 (4-(4-methylphenyl)-3-phenylbutan-2-one), C(C)(=O)O (acetic acid), C(#N)[BH3-].[Na+] (sodium cyanoborohydride). Solvent: N (ammonia), CO (MeOH). Reaction conditions: time 8 hour. Yields the product CC1=CC=C(C=C1)CC(C(C)N)C1=CC=CC=C1 (4-(4-Methylphenyl)-3-phenylbutan-2-amine). Reaction SMILES: [CH3:1][C:2]1[CH:7]=[CH:6][C:5]([CH2:8][CH:9]([C:13]2[CH:18]=[CH:17][CH:16]=[CH:15][CH:14]=2)[C:10](=O)[CH3:11])=[CH:4][CH:3]=1.C(O)(=O)C.C([BH3-])#[N:24].[Na+]>N.CO>[CH3:1][C:2]1[CH:7]=[CH:6][C:5]([CH2:8][CH:9]([C:13]2[CH:18]=[CH:17][CH:16]=[CH:15][CH:14]=2)[CH:10]([NH2:24])[CH3:11])=[CH:4][CH:3]=1 |f:2.3|. Procedure details: To a solution of the 4-(4-methylphenyl)-3-phenylbutan-2-one (308 mg, 1.29 mmol) in 7M ammonia in MeOH (5 mL) and acetic acid (3 mL) was added sodium cyanoborohydride (130 mg, 2.06 mmol) and the reaction stirred at room temperature overnight. The reaction was quenched by pouring into 2M sodium carbonate solution and extracted into EtOAc. The aqueous layer was salted and re-extracted. The combined organic extracts were dried over MgSO4 and concentrated to give the title compound as a mixture of 4 ... The reactants are C(C)OC(C(C(=O)OCC)C(C(CCC)(C1=CC=CC=C1)C)=O)=O (2-(2-methyl-2-phenyl-pentanoyl)-malonic acid diethyl ester). Run in CS(=O)(=O)O (methanesulfonic acid). Yields the product OC1=C(C(C(C2=CC=CC=C12)(CCC)C)=O)C(=O)OCC (ethyl 1-hydroxy-4-methyl-3-oxo-4-propyl-3,4-dihydronaphthalene-2-carboxylate). The yield is 63.4%. Reaction SMILES: [CH2:1]([O:3][C:4](=[O:24])[CH:5]([C:11](=[O:23])[C:12]([CH3:22])([C:16]1[CH:21]=[CH:20][CH:19]=[CH:18][CH:17]=1)[CH2:13][CH2:14][CH3:15])[C:6]([O:8]CC)=O)[CH3:2]>CS(O)(=O)=O>[OH:8][C:6]1[C:21]2[C:16](=[CH:17][CH:18]=[CH:19][CH:20]=2)[C:12]([CH3:22])([CH2:13][CH2:14][CH3:15])[C:11](=[O:23])[C:5]=1[C:4]([O:3][CH2:1][CH3:2])=[O:24]. Procedure details: 2-(2-methyl-2-phenyl-pentanoyl)-malonic acid diethyl ester (2.45 g, 7.33 mmol) was stirred in methanesulfonic acid (20 mL) at 25° C. for 3 hours. The solution was partitioned cold water and ethyl acetate and the aqueous phase was extracted three times with ethyl acetate. The ethyl acetate layers were combined, dried with sodium sulfate, filtered, and concentrated in vacuo. The residue was chromatographed on silica gel eluting with hexane followed by 5%, 10%, and 20% ethyl acetate in hexane to gi...